Dataset: the Open Reaction Database (ORD), a public repository of structured organic reaction records. Task: describe an organic reaction: reactants, conditions, products, and yield Reactants: Example 75 ( 2 ), OC1CCN(CC1)CCC(=O)OCC (ethyl 3-(4-hydroxypiperidino)propionate), C(#N)C=1C=CC2=C(C=C(O2)C(=O)O)C1 (5-cyano-2-benzofurancarboxylic acid), acid chloride. Product: C(#N)C=1C=CC2=C(C=C(O2)C(=O)OC2CCN(CC2)CCC(=O)OCC)C1 (ethyl 3-[4-[(5-cyano-2-benzofuranyl)carbonyloxy]piperidino]propionate). Isolated yield 37.1%. Reaction SMILES: [C:1]([C:3]1[CH:4]=[CH:5][C:6]2[O:10][C:9]([C:11]([OH:13])=[O:12])=[CH:8][C:7]=2[CH:14]=1)#[N:2].O[CH:16]1[CH2:21][CH2:20][N:19]([CH2:22][CH2:23][C:24]([O:26][CH2:27][CH3:28])=[O:25])[CH2:18][CH2:17]1>>[C:1]([C:3]1[CH:4]=[CH:5][C:6]2[O:10][C:9]([C:11]([O:13][CH:16]3[CH2:21][CH2:20][N:19]([CH2:22][CH2:23][C:24]([O:26][CH2:27][CH3:28])=[O:25])[CH2:18][CH2:17]3)=[O:12])=[CH:8][C:7]=2[CH:14]=1)#[N:2]. Reported procedure: In the same manner as in Example 75 (2), 5-cyano-2-benzofurancarboxylic acid (1.00 g, 5.34 mmol) was converted a corresponding acid chloride and reacted with ethyl 3-(4-hydroxypiperidino)propionate (1.08 g, 5.77 mmol). The reaction mixture was purified by silica gel column chromatography (chloroform) to give 733 mg of ethyl 3-[4-[(5-cyano-2-benzofuranyl)carbonyloxy]piperidino]propionate as a colorless solid (33%). Starting materials: FC(C(=O)O)(F)F.FC(C(=O)O)(F)F.N1(CCCCC1)C=1OC2=CC3=C(CCNCC3)C=C2N1 (2-(1-piperidinyl)-6,7,8,9-tetrahydro-5H-[1,3]oxazolo[4,5-h][3]benzazepine bis(trifluoroacetate)), ClCCCSC=1N(C(=NN1)C1=C2C=CC(=NC2=CC=C1)C)C (5-(5-[(3-chloropropyl)thio]-4-methyl-4H-1,2,4-triazol-3-yl)-2-methylquinoline). The product is Cl.Cl.CN1C(=NN=C1C1=C2C=CC(=NC2=CC=C1)C)SCCCN1CCC2=C(CC1)C=C1C(=C2)OC(=N1)N1CCCCC1 (7-(3-{[4-methyl-5-(2-methyl-5-quinolinyl)-4H-1,2,4-triazol-3-yl]thio}propyl)-2-(1-piperidinyl)-6,7,8,9-tetrahydro-5H-[1,3]oxazolo[4,5-h][3]benzazepine di-hydrochloride), solid. Reaction SMILES: FC(F)(F)C(O)=O.FC(F)(F)C(O)=O.[N:15]1([C:21]2[O:22][C:23]3[C:33]([N:34]=2)=[CH:32][C:26]2[CH2:27][CH2:28][NH:29][CH2:30][CH2:31][C:25]=2[CH:24]=3)[CH2:20][CH2:19][CH2:18][CH2:17][CH2:16]1.[Cl:35][CH2:36][CH2:37][CH2:38][S:39][C:40]1[N:41]([CH3:56])[C:42]([C:45]2[CH:54]=[CH:53][CH:52]=[C:51]3[C:46]=2[CH:47]=[CH:48][C:49]([CH3:55])=[N:50]3)=[N:43][N:44]=1>>[ClH:35].[ClH:35].[CH3:56][N:41]1[C:42]([C:45]2[CH:54]=[CH:53][CH:52]=[C:51]3[C:46]=2[CH:47]=[CH:48][C:49]([CH3:55])=[N:50]3)=[N:43][N:44]=[C:40]1[S:39][CH2:38][CH2:37][CH2:36][N:29]1[CH2:28][CH2:27][C:26]2[CH:32]=[C:33]3[N:34]=[C:21]([N:15]4[CH2:20][CH2:19][CH2:18][CH2:17][CH2:16]4)[O:22][C:23]3=[CH:24][C:25]=2[CH2:31][CH2:30]1 |f:0.1.2,4.5.6|. Procedure: The title compound was prepared in analogy to General Procedure 1 from 2-(1-piperidinyl)-6,7,8,9-tetrahydro-5H-[1,3]oxazolo[4,5-h][3]benzazepine bis(trifluoroacetate) (0.130 mmol) and 5-(5-[(3-chloropropyl)thio]-4-methyl-4H-1,2,4-triazol-3-yl)-2-methylquinoline and was obtained as a white slightly hygroscopic solid (6.2 μmol). Starting materials: CC#N, O=C1CCC(=O)N1I, O=C1OCc2c1cc1ccc3c(c1c2-c1ccc2c(c1)OCO2)OCO3, O=S(=O)(O)O. Product: O=C1OCc2c1cc1c(I)cc3c(c1c2-c1ccc2c(c1)OCO2)OCO3. Reaction SMILES: [CH3:40][C:41]#[N:42].[I:1][N:2]1[C:3](=[O:4])[CH2:5][CH2:6][C:7]1=[O:8].[O:14]1[CH2:15][O:16][c:17]2[c:18]1[cH:19][cH:20][c:21](-[c:23]1[c:24]3[c:25]([cH:26][c:27]4[cH:28][cH:29][c:30]5[c:31]([c:35]14)[O:32][CH2:33][O:34]5)[C:36](=[O:39])[O:37][CH2:38]3)[cH:22]2.[S:9](=[O:10])(=[O:11])([OH:12])[OH:13]>>[I:1][c:28]1[c:27]2[cH:26][c:25]3[c:24]([c:23](-[c:21]4[cH:20][cH:19][c:18]5[c:17]([cH:22]4)[O:16][CH2:15][O:14]5)[c:35]2[c:31]2[c:30]([cH:29]1)[O:34][CH2:33][O:32]2)[CH2:38][O:37][C:36]3=[O:39]. Reactants: C(C)NCC1CNCC1 (N-ethyl-3-pyrrolidine methanamine), FC=1C=C2C(C(=CN(C2=C(C1F)F)C1=CC=C(C=C1)F)C(=O)O)=O (6,7,8-trifluoro-1-(4-fluorophenyl)-1,4-dihydro-4-oxo-3-quinolinecarboxylic acid), C(C)NCC1CNCC1 (N-ethyl-3-pyrrolidinemethanamine), 1,8-diazobicyclo [5.4.0]undec-7-ene. The solvent is C(C)#N (acetonitrile), C(C)#N (acetonitrile). The product is C(C)NCC1CN(CC1)C1=C(C=C2C(C(=CN(C2=C1F)C1=CC=C(C=C1)F)C(=O)O)=O)F (7-[3-[(ethylamino)methyl]-1-pyrrolidinyl]-6,8-difluoro-1-(4-fluorophenyl)-1,4-dihydro-4-oxo-3-quinoline carboxylic acid). The yield is 87.6%. As a reaction SMILES: [F:1][C:2]1[CH:3]=[C:4]2[C:9](=[C:10]([F:13])[C:11]=1F)[N:8]([C:14]1[CH:19]=[CH:18][C:17]([F:20])=[CH:16][CH:15]=1)[CH:7]=[C:6]([C:21]([OH:23])=[O:22])[C:5]2=[O:24].[CH2:25]([NH:27][CH2:28][CH:29]1[CH2:33][CH2:32][NH:31][CH2:30]1)[CH3:26]>C(#N)C>[CH2:25]([NH:27][CH2:28][CH:29]1[CH2:33][CH2:32][N:31]([C:11]2[C:10]([F:13])=[C:9]3[C:4]([C:5](=[O:24])[C:6]([C:21]([OH:23])=[O:22])=[CH:7][N:8]3[C:14]3[CH:19]=[CH:18][C:17]([F:20])=[CH:16][CH:15]=3)=[CH:3][C:2]=2[F:1])[CH2:30]1)[CH3:26]. Reported procedure: To 0.62 g (1.8 mmol) of 6,7,8-trifluoro-1-(4-fluorophenyl)-1,4-dihydro-4-oxo-3-quinolinecarboxylic acid in 15 ml of acetonitrile was added 0.23 g (1.0 equivalent) of N-ethyl-3-pyrrolidinemethanamine and 0.28 g (1.0 equivalent) of 1,8-diazobicyclo [5.4.0]undec-7-ene in 5 ml of acetonitrile. The reaction was refluxed for one hour and then checked by thin layer chromatography. Excess (10%) N-ethyl-3-pyrrolidine methanamine was added as necessary and the mixture heated to reflux for an additional tw... The reactants are CC=1NC=C(N1)C1=CC=CC=C1 (2-methyl-4-phenylimidazole), O (water), [H-].[Na+] (sodium hydride), C1(=CC=CC=C1)P(=O)(ON)C1=CC=CC=C1 (O-diphenylphosphinylhydroxylamine). Run in CN1C(CCC1)=O (N-methylpyrrolidone), O1CCCC1 (tetrahydrofuran). The product is NN1C(=NC(=C1)C1=CC=CC=C1)C (N-amino-2-methyl-4-phenylimidazole). RXN SMILES: [H-].[Na+].[CH3:3][C:4]1[NH:5][CH:6]=[C:7]([C:9]2[CH:14]=[CH:13][CH:12]=[CH:11][CH:10]=2)[N:8]=1.C1(P(C2C=CC=CC=2)(O[NH2:24])=O)C=CC=CC=1.O>O1CCCC1.CN1CCCC1=O>[NH2:24][N:5]1[CH:6]=[C:7]([C:9]2[CH:10]=[CH:11][CH:12]=[CH:13][CH:14]=2)[N:8]=[C:4]1[CH3:3] |f:0.1|. Reported procedure: 7.92 g (171 mmol) of sodium hydride (55-60 percent dispersion in oil) are washed with absolute tetrahydrofuran. A solution of 13.2 g (83 mmol) of 2-methyl-4-phenylimidazole in 356 ml of N-methylpyrrolidone is added dropwise at 0°. The mixture is subsequently stirred at room temperature until the evolution of gas is no longer observed. 39.6 g (171 mmol) of O-diphenylphosphinylhydroxylamine are added portionwise thereto and the mixture is stirred for a further 18 hours. 400 ml of water are added t...